The task is: describe an organic reaction: reactants, conditions, products, and yield. This data is from the Open Reaction Database (ORD), a public repository of structured organic reaction records. The reactants are C1(CCC(CC1)=O)=O (1,4-cyclohexanedione), C12CC(CC2CC(C1)=O)=O (bicyclo[3.3.0]octane-3,7-dione). The product is OC1=CC=C(C=C1)C1(CC2CC(CC2C1)(C1=CC=C(C=C1)O)C1=CC=C(C=C1)O)C1=CC=C(C=C1)O (3,3,7,7-tetrakis(4-hydroxyphenyl)bicyclo[3.3.0]octane). Reaction SMILES: [C:1]1(=O)[CH2:6][CH2:5][C:4](=[O:7])[CH2:3][CH2:2]1.[CH:9]12[CH2:16][C:15](=O)[CH2:14][CH:13]1[CH2:12][C:11](=O)[CH2:10]2>>[OH:7][C:4]1[CH:5]=[CH:6][C:1]([C:11]2([C:1]3[CH:6]=[CH:5][C:4]([OH:7])=[CH:3][CH:2]=3)[CH2:12][CH:13]3[CH:9]([CH2:16][C:15]([C:1]4[CH:6]=[CH:5][C:4]([OH:7])=[CH:3][CH:2]=4)([C:1]4[CH:6]=[CH:5][C:4]([OH:7])=[CH:3][CH:2]=4)[CH2:14]3)[CH2:10]2)=[CH:2][CH:3]=1. Procedure: Compound [I-c] was synthesized in the same manner as in Synthesis Example (5) except that 1,4-cyclohexanedione was replaced by 27.6 g (0.2 mole) of bicyclo[3.3.0]octane-3,7-dione (m.p. 85° C.). Reactants: BrCC(=O)NC1=C(C=C(C=C1)Cl)CO (2-bromo-N-(4-chloro-2-(hydroxymethyl)phenyl)acetamide), CC(C)([O-])C.[K+] (potassium tert-butoxide). The solvent is CC(C)O (2-propanol). Reaction conditions: time 90 minute. The product is ClC1=CC2=C(NC(COC2)=O)C=C1 (7-Chloro-3,5-dihydrobenzo[e][1,4]oxazepin-2(1H)-one). Yield: 91.8%. Reaction SMILES: Br[CH2:2][C:3]([NH:5][C:6]1[CH:11]=[CH:10][C:9]([Cl:12])=[CH:8][C:7]=1[CH2:13][OH:14])=[O:4].CC(C)([O-])C.[K+]>CC(O)C>[Cl:12][C:9]1[CH:10]=[CH:11][C:6]2[NH:5][C:3](=[O:4])[CH2:2][O:14][CH2:13][C:7]=2[CH:8]=1 |f:1.2|. Procedure details: To a suspension of 2-bromo-N-(4-chloro-2-(hydroxymethyl)phenyl)acetamide (3.60 g, 12.9 mmol) in 2-propanol (129 ml) was added in small portions potassium tert-butoxide (3.77 g, 33.6 mmol) at 0-5° C. The reaction mixture was stirred for 90 minutes and then poured on ice/water (500 ml). The precipitate was collected by filtration and washed with water. Residual water was removed by evaporation of two 50 ml-portions of toluene to give the title compound (2.34 g, 92%) as light yellow solid. MS m/e: ... The reactants are [Br-], O=C([O-])O, COC(=O)c1ncc(C=O)c2c1OC(C)(C)OC2, Fc1ccc([Mg+])cc1. The product is COC(=O)c1ncc(C(O)c2ccc(F)cc2)c2c1OC(C)(C)OC2. RXN SMILES: [Br-:1].[C:28](=[O:29])([OH:30])[O-:31].[CH:10](=[O:11])[c:12]1[c:13]2[c:14]([c:15]([C:18](=[O:19])[O:20][CH3:21])[n:16][cH:17]1)[O:22][C:23]([CH3:26])([CH3:27])[O:24][CH2:25]2.[F:2][c:3]1[cH:4][cH:5][c:6]([Mg+:9])[cH:7][cH:8]1>>[F:2][c:3]1[cH:4][cH:5][c:6]([CH:10]([OH:11])[c:12]2[c:13]3[c:14]([c:15]([C:18](=[O:19])[O:20][CH3:21])[n:16][cH:17]2)[O:22][C:23]([CH3:26])([CH3:27])[O:24][CH2:25]3)[cH:7][cH:8]1. Starting materials: CC1(OCCO1)C1=CC=C(O1)CN1N=C(C=C1)N (1-[5-(2-methyl-[1,3]dioxolan-2-yl)-furan-2-ylmethyl]-1H-pyrazol-3-ylamine), CC=1C=C(C=C(C1)C)C1=C(N=C(O1)C)C(=O)O (5-(3,5-dimethyl-phenyl)-2-methyl-oxazole-4-carboxylic acid). Product: C(C)(=O)C1=CC=C(O1)CN1N=C(C=C1)NC(=O)C=1N=C(OC1C1=CC(=CC(=C1)C)C)C (5-(3,5-Dimethyl-phenyl)-2-methyl-oxazole-4-carboxylic acid [1-(5-acetyl-furan-2-ylmethyl)-1H-pyrazol-3-yl]-amide). As a reaction SMILES: [CH3:1][C:2]1([C:7]2[O:11][C:10]([CH2:12][N:13]3[CH:17]=[CH:16][C:15]([NH2:18])=[N:14]3)=[CH:9][CH:8]=2)[O:6]CCO1.[CH3:19][C:20]1[CH:21]=[C:22]([C:27]2[O:31][C:30]([CH3:32])=[N:29][C:28]=2[C:33](O)=[O:34])[CH:23]=[C:24]([CH3:26])[CH:25]=1>>[C:2]([C:7]1[O:11][C:10]([CH2:12][N:13]2[CH:17]=[CH:16][C:15]([NH:18][C:33]([C:28]3[N:29]=[C:30]([CH3:32])[O:31][C:27]=3[C:22]3[CH:21]=[C:20]([CH3:19])[CH:25]=[C:24]([CH3:26])[CH:23]=3)=[O:34])=[N:14]2)=[CH:9][CH:8]=1)(=[O:6])[CH3:1]. Reported procedure: Following general procedure B followed by either C or D, 1-[5-(2-methyl-[1,3]dioxolan-2-yl)-furan-2-ylmethyl]-1H-pyrazol-3-ylamine and 5-(3,5-dimethyl-phenyl)-2-methyl-oxazole-4-carboxylic acid. LC-MS-conditions 01: tR=1.02 min; [M+H]+=419.11. Reactants: O=C([O-])[O-], CN(C)C=O, Cl, [K+], [K+], Cc1nc(N)sc1Br, Sc1ccccn1. Yields the product Cc1nc(N)sc1Sc1ccccn1. RXN SMILES: [C:17](=[O:18])([O-:19])[O-:20].[CH3:23][N:24]([CH3:25])[CH:26]=[O:27].[ClH:1].[K+:21].[K+:22].[NH2:2][c:3]1[s:4][c:5]([Br:9])[c:6]([CH3:8])[n:7]1.[SH:10][c:11]1[n:12][cH:13][cH:14][cH:15][cH:16]1>>[NH2:2][c:3]1[s:4][c:5]([S:10][c:11]2[n:12][cH:13][cH:14][cH:15][cH:16]2)[c:6]([CH3:8])[n:7]1. Starting materials: O.NN (hydrazine monohydrate), NN (hydrazine), NC1=NC(=C(C(=N1)Cl)C=O)Cl (2-amino-4,6-dichloropyrimidine-5-carboxaldehyde), C1CCOC1 (THF), NN (hydrazine). Solvent: C(C)N(CC)CC (triethylamine). Conditions: time 1 hour. Yields the product ClC1=C2C(=NC(=N1)N)NN=C2 (4-chloro-6-aminopyrazolo[3,4-d]pyrimidine). Yield: 85.0%. RXN SMILES: [NH2:1][C:2]1[N:7]=[C:6]([Cl:8])[C:5]([CH:9]=O)=[C:4](Cl)[N:3]=1.C1COCC1.[NH2:17][NH2:18].O.NN>C(N(CC)CC)C>[Cl:8][C:6]1[N:7]=[C:2]([NH2:1])[N:3]=[C:4]2[NH:17][N:18]=[CH:9][C:5]=12 |f:3.4|. Procedure details: To a mixture of 2-amino-4,6-dichloropyrimidine-5-carboxaldehyde (2) (150 g, 0.785 mol), THF (2.7 L) and triethylamine (125 ml) was added anhydrous hydrazine (25.5 ml in 600 ml of water) drop wise over 25 min. Alternatively, hydrazine monohydrate can be used instead of anhydrous hydrazine. The mixture was stirred for 1 h. The solids were filtered off and the filtrate was evaporated to remove about 80% of the THF. Water was added and the resulting precipitate was filtered and dried under vacuum. T... Starting materials: C(N)(OCC1C2=C(C=C(C=C2N2CC3NC3C1(O2)O)C=O)O)=O (4-formyl-6,9-dihydroxy-14-oxa-1,11-diazatetracyclo[7.4.1.02,7.010,12 ]tetradeca-2,4,6-trien-8-ylmethyl carbamate), C([O-])(O)=O.[Na+] (sodium bicarbonate), Cl.C1(=CC=CC=C1)NC(NN)=O (4-phenylsemicarbazide hydrochloride). Solvent: CO (methanol). Conditions: time 1 hour. Yields the product C(N)(OCC1C2=C(C=C(C=C2N2CC3NC3C1(O2)O)C=NNC(=O)NC2=CC=CC=C2)O)=O (6,9-dihydroxy-4-(4-phenylsemicarbazonomethyl)-14-oxa-1,11-diazatetracyclo[7.4.1.02,7.010,12 ]tetradeca-2,4,6-trien-8-ylmethyl carbamate). The yield is 90.5%. Reaction SMILES: [C:1](=[O:23])([O:3][CH2:4][CH:5]1[C:17]2([OH:19])[O:18][N:12]([CH2:13][CH:14]3[CH:16]2[NH:15]3)[C:11]2[C:6]1=[C:7]([OH:22])[CH:8]=[C:9]([CH:20]=O)[CH:10]=2)[NH2:2].C(=O)(O)[O-].[Na+].Cl.[C:30]1([NH:36][C:37](=[O:40])[NH:38][NH2:39])[CH:35]=[CH:34][CH:33]=[CH:32][CH:31]=1>CO>[C:1](=[O:23])([O:3][CH2:4][CH:5]1[C:17]2([OH:19])[O:18][N:12]([CH2:13][CH:14]3[CH:16]2[NH:15]3)[C:11]2[C:6]1=[C:7]([OH:22])[CH:8]=[C:9]([CH:20]=[N:39][NH:38][C:37]([NH:36][C:30]1[CH:31]=[CH:32][CH:33]=[CH:34][CH:35]=1)=[O:40])[CH:10]=2)[NH2:2] |f:1.2,3.4|. Procedure details: To a solution of 4-formyl-6,9-dihydroxy-14-oxa-1,11-diazatetracyclo[7.4.1.02,7.010,12 ]tetradeca-2,4,6-trien-8-ylmethyl carbamate (50 mg) in methanol (5 ml) were added sodium bicarbonate (27 mg) and 4-phenylsemicarbazide hydrochloride (59 mg). The mixture was stirred for 1 hour at ambient temperature and evaporated in vacuo. The residue was subjected to preparative thin layer chromatography, which was developed with a mixture of chloroform and methanol (3:1, v/v) to afford 6,9-dihydroxy-4-(4-phe...